This data is from the Open Reaction Database (ORD), a public repository of structured organic reaction records. The task is: describe an organic reaction: reactants, conditions, products, and yield Reactants: NOCc1ccccc1, CC(=O)[O-], COC(=O)C1(C=O)CC(C)CC(C)C1, CO, Cl, [Na+]. The product is COC(=O)C1(C=NOCc2ccccc2)CC(C)CC(C)C1. As a reaction SMILES: [CH2:21]([c:22]1[cH:23][cH:24][cH:25][cH:26][cH:27]1)[O:28][NH2:29].[CH3:16][C:17](=[O:18])[O-:19].[CH3:1][O:2][C:3](=[O:4])[C:5]1([CH:13]=[O:14])[CH2:6][CH:7]([CH3:12])[CH2:8][CH:9]([CH3:11])[CH2:10]1.[CH3:30][OH:31].[ClH:20].[Na+:15]>>[CH3:1][O:2][C:3](=[O:4])[C:5]1([CH:13]=[N:29][O:28][CH2:21][c:22]2[cH:23][cH:24][cH:25][cH:26][cH:27]2)[CH2:6][CH:7]([CH3:12])[CH2:8][CH:9]([CH3:11])[CH2:10]1. Reactants: CC(=O)O, COc1cc(C(=O)c2cccnc2C(F)(F)F)ccc1O, O=[N+]([O-])O. Yields the product COc1cc(C(=O)c2cccnc2C(F)(F)F)cc([N+](=O)[O-])c1O. Reaction SMILES: [CH3:26][C:27](=[O:28])[OH:29].[OH:1][c:2]1[c:3]([O:20][CH3:21])[cH:4][c:5]([C:8](=[O:9])[c:10]2[c:11]([C:16]([F:17])([F:18])[F:19])[n:12][cH:13][cH:14][cH:15]2)[cH:6][cH:7]1.[OH:22][N+:23]([O-:24])=[O:25]>>[OH:1][c:2]1[c:3]([O:20][CH3:21])[cH:4][c:5]([C:8](=[O:9])[c:10]2[c:11]([C:16]([F:17])([F:18])[F:19])[n:12][cH:13][cH:14][cH:15]2)[cH:6][c:7]1[N+:23](=[O:22])[O-:24]. Starting materials: BrCC(=O)CBr.C(C1=CC=CC=C1)OC(=O)N[C@@H](CC(C)C)C(=O)O (N-Benzyloxycarbonyl-L-leucine bromomethyl ketone), C(C1=CC=CC=C1)OC(=O)N[C@@H](CC(C)C)C(=O)O (N-benzyloxycarbonyl-L-leucine). Yields the product BrCC(=O)CBr.C(C1=CC=CC=C1)OC(=O)N[C@@H](CC1=CC=CC=C1)C(=O)N[C@@H](C)C(=O)O (N-Benzyloxycarbonyl-L-phenylalanyl-L-alanine Bromomethyl Ketone). Reaction SMILES: [Br:1][CH2:2][C:3]([CH2:5][Br:6])=[O:4].[CH2:7]([O:14][C:15]([NH:17][C@H:18]([C:23]([OH:25])=O)[CH2:19][CH:20]([CH3:22])[CH3:21])=[O:16])[C:8]1[CH:13]=[CH:12][CH:11]=[CH:10][CH:9]=1.C(OC([NH:36][C@H:37]([C:42]([OH:44])=[O:43])[CH2:38]C(C)C)=O)C1C=CC=CC=1>>[Br:1][CH2:2][C:3]([CH2:5][Br:6])=[O:4].[CH2:7]([O:14][C:15]([NH:17][C@H:18]([C:23]([NH:36][C@H:37]([C:42]([OH:44])=[O:43])[CH3:38])=[O:25])[CH2:19][C:20]1[CH:21]=[CH:5][CH:3]=[CH:2][CH:22]=1)=[O:16])[C:8]1[CH:9]=[CH:10][CH:11]=[CH:12][CH:13]=1 |f:0.1,3.4|. Reported procedure: N-Benzyloxycarbonyl-L-leucine bromomethyl ketone (an oil) from N-benzyloxycarbonyl-L-leucine. The reactants are CC(C)(C)OC(=O)N1CCC(=CC#N)CC1, CC#N, C1CCC2=NCCCN2CC1, c1cnc2ccc(Cc3cnc4ncc(-c5cn[nH]c5)nn34)cc2c1. The product is CC(C)(C)OC(=O)N1CCC(CC#N)(n2cc(-c3cnc4ncc(Cc5ccc6ncccc6c5)n4n3)cn2)CC1. As a reaction SMILES: [C:37](#[N:38])[CH:39]=[C:40]1[CH2:41][CH2:42][N:43]([C:46](=[O:47])[O:48][C:49]([CH3:50])([CH3:51])[CH3:52])[CH2:44][CH2:45]1.[CH3:53][C:54]#[N:55].[N:1]12[CH2:2][CH2:3][CH2:4][N:5]=[C:6]1[CH2:7][CH2:8][CH2:9][CH2:10][CH2:11]2.[nH:12]1[n:13][cH:14][c:15](-[c:17]2[cH:18][n:19][c:20]3[n:21]([n:22]2)[c:23]([CH2:26][c:27]2[cH:28][c:29]4[cH:30][cH:31][cH:32][n:33][c:34]4[cH:35][cH:36]2)[cH:24][n:25]3)[cH:16]1>>[n:12]1([C:40]2([CH2:39][C:37]#[N:38])[CH2:41][CH2:42][N:43]([C:46](=[O:47])[O:48][C:49]([CH3:50])([CH3:51])[CH3:52])[CH2:44][CH2:45]2)[n:13][cH:14][c:15](-[c:17]2[cH:18][n:19][c:20]3[n:21]([n:22]2)[c:23]([CH2:26][c:27]2[cH:28][c:29]4[cH:30][cH:31][cH:32][n:33][c:34]4[cH:35][cH:36]2)[cH:24][n:25]3)[cH:16]1.